From a dataset of the Open Reaction Database (ORD), a public repository of structured organic reaction records. describe an organic reaction: reactants, conditions, products, and yield Starting materials: CC(C)([O-])C.[K+] (potassium tert.-butoxide), COCCOC (1,2-dimethoxy ethane), ClC1=C(C(=NC(=N1)C1=NC=CC=N1)NS(=O)(=O)CCC)OC1=C(C=CC=C1)OCC (n-propanesulfonic acid [6-chloro-5-(2-ethoxy-phenoxy)-[2,2′]bipyrimidinyl-4-yl]amide). Solvent: C(CO)O (ethylene glycol). Run at temperature 85 celsius. Product: OCCOC1=C(C(=NC(=N1)C1=NC=CC=N1)NS(=O)(=O)CCC)OC1=C(C=CC=C1)OC (n-propanesulfonic acid [6-(2-hydroxy-ethoxy)-5-(2-methoxy-phenoxy)-[2,2′]bipyrimidinyl-4-yl]-amide). Reaction SMILES: CC(C)([O-])C.[K+].C[O:8][CH2:9][CH2:10][O:11]C.Cl[C:14]1[N:19]=[C:18]([C:20]2[N:25]=[CH:24][CH:23]=[CH:22][N:21]=2)[N:17]=[C:16]([NH:26][S:27]([CH2:30][CH2:31][CH3:32])(=[O:29])=[O:28])[C:15]=1[O:33][C:34]1[CH:39]=[CH:38][CH:37]=[CH:36][C:35]=1[O:40][CH2:41]C>C(O)CO>[OH:8][CH2:9][CH2:10][O:11][C:14]1[N:19]=[C:18]([C:20]2[N:21]=[CH:22][CH:23]=[CH:24][N:25]=2)[N:17]=[C:16]([NH:26][S:27]([CH2:30][CH2:31][CH3:32])(=[O:29])=[O:28])[C:15]=1[O:33][C:34]1[CH:39]=[CH:38][CH:37]=[CH:36][C:35]=1[O:40][CH3:41] |f:0.1|. Procedure: To a solution of potassium tert.-butoxide (366.5 mg) in ethylene glycol (5 ml) was added 1,2-dimethoxy ethane (5 ml) and n-propanesulfonic acid [6-chloro-5-(2-ethoxy-phenoxy)-[2,2′]bipyrimidinyl-4-yl]amide (420 mg). The reaction mixture was heated to 85° C. for 7 days, concentrated in vacuo, poured onto water, acidified by 2N HCl and extracted with ethyl acetate. The combined organic extracts were dried over magnesium sulfate and concentrated in vacuo. The precipitated product was washed with di... Starting materials: C([O-])([O-])=O.[Na+].[Na+] (sodium carbonate), COC=1C(=NC=CN1)C=O (3-methoxypyrazine-2-carboxaldehyde), Cl.FC1=C(C=CC=C1)C(CC1CCNCC1)=O (1-(2-fluorophenyl)-2-(piperidin-4-yl)ethanone hydrochloride), C(C)(=O)O[BH-](OC(C)=O)OC(C)=O.[Na+] (sodium triacetoxyborohydride). Solvent: C(C)(=O)OCC (ethyl acetate), ClCCCl (1,2-dichloroethane). Reaction conditions: time 4 hour. The product is COC=1C(=NC=CN1)CN1CCC(CC1)CC(=O)C1=C(C=CC=C1)F (2-[1-(3-Methoxy-2-pyrazinylmethyl)piperidin-4-yl]-1-(2-fluorophenyl)ethanone). Isolated yield 71.9%. As a reaction SMILES: [CH3:1][O:2][C:3]1[C:4]([CH:9]=O)=[N:5][CH:6]=[CH:7][N:8]=1.Cl.[F:12][C:13]1[CH:18]=[CH:17][CH:16]=[CH:15][C:14]=1[C:19](=[O:27])[CH2:20][CH:21]1[CH2:26][CH2:25][NH:24][CH2:23][CH2:22]1.C(O[BH-](OC(=O)C)OC(=O)C)(=O)C.[Na+].C(=O)([O-])[O-].[Na+].[Na+]>C(OCC)(=O)C.ClCCCl>[CH3:1][O:2][C:3]1[C:4]([CH2:9][N:24]2[CH2:25][CH2:26][CH:21]([CH2:20][C:19]([C:14]3[CH:15]=[CH:16][CH:17]=[CH:18][C:13]=3[F:12])=[O:27])[CH2:22][CH2:23]2)=[N:5][CH:6]=[CH:7][N:8]=1 |f:1.2,3.4,5.6.7|. Procedure details: After adding 150 mg of 3-methoxypyrazine-2-carboxaldehyde and 340 mg of 1-(2-fluorophenyl)-2-(piperidin-4-yl)ethanone hydrochloride to 5 ml of 1,2-dichloroethane, 350 mg of sodium triacetoxyborohydride was added and the mixture was stirred for 4 hours at room temperature. Aqueous sodium carbonate solution was added to the reaction mixture and extraction was performed with ethyl acetate. The organic layer was washed with water and saturated brine in that order and dried over anhydrous magnesium s...